From a dataset of the Open Reaction Database (ORD), a public repository of structured organic reaction records. describe an organic reaction: reactants, conditions, products, and yield Starting materials: BrC=1C=CC2=C(N=C(O2)C2CCN(CC2)C(=O)OC(C)(C)C)C1 (Tert-butyl 4-(5-bromobenzo[d]oxazol-2-yl)piperidine-1-carboxylate), C(#N)C1=CC=C(C=C1)B(O)O (4-Cyanophenylboronic acid). Product: C(#N)C1=CC=C(C=C1)C=1C=CC2=C(N=C(O2)C2CCN(CC2)C(=O)OC(C)(C)C)C1 (Tert-butyl 4-[5-(4-cyanophenyl)benzo[d]oxazol-2-yl]piperidine-1-carboxylate). The yield is 30.1%. RXN SMILES: Br[C:2]1[CH:3]=[CH:4][C:5]2[O:9][C:8]([CH:10]3[CH2:15][CH2:14][N:13]([C:16]([O:18][C:19]([CH3:22])([CH3:21])[CH3:20])=[O:17])[CH2:12][CH2:11]3)=[N:7][C:6]=2[CH:23]=1.[C:24]([C:26]1[CH:31]=[CH:30][C:29](B(O)O)=[CH:28][CH:27]=1)#[N:25]>>[C:24]([C:26]1[CH:31]=[CH:30][C:29]([C:2]2[CH:3]=[CH:4][C:5]3[O:9][C:8]([CH:10]4[CH2:11][CH2:12][N:13]([C:16]([O:18][C:19]([CH3:21])([CH3:20])[CH3:22])=[O:17])[CH2:14][CH2:15]4)=[N:7][C:6]=3[CH:23]=2)=[CH:28][CH:27]=1)#[N:25]. Reported procedure: Following the General Procedure-1, the titled compound (45 mg) was prepared from Intermediate 7 (140 mg, 0.37 mmol) and 4-Cyanophenylboronic acid (53 mg, 0.37 mmol) as an off-white solid. M.P.: 137.3-141.2° C. 1H-NMR (δ ppm, CDCl3, 400 MHz): 7.88 (d, 1.4, 1H), 7.74 (dd, J 1.8, 8.5, 2H), 7.69 (dd, J 1.8, 8.5, 2H), 7.58 (d, J 8.5, 1H), 7.53 (dd, J 1.8, 8.5, 2H), 4.15 (d, J 10.4, 2H), 3.20-3.10 (m, 1H), 3.00 (t, J 11.2, 2H), 2.20-2.12 (m, 2H), 2.00-1.85 (m, 2H), 1.48 (s, 9H).